This data is from the Open Reaction Database (ORD), a public repository of structured organic reaction records. The task is: describe an organic reaction: reactants, conditions, products, and yield Reactants: C=CCCCC (1-hexene), C(CCCC=C)(=O)O (5-hexenoic acid), C(C)(=O)OCCCCC=CCCCC (5-decenyl acetate). The reagents and catalysts are Cl[Ru](Cl)([P](C1CCCCC1)(C2CCCCC2)C3CCCCC3)([P](C4CCCCC4)(C5CCCCC5)C6CCCCC6)=CC7=CC=CC=C7 (Grubbs' catalyst). Yields the product C(CCCC=CCCCC)(=O)O (5-decenoic acid). RXN SMILES: C([O:4][CH2:5][CH2:6][CH2:7][CH2:8][CH:9]=[CH:10][CH2:11][CH2:12][CH2:13][CH3:14])(=O)C.C=CCCCC.C(O)(=[O:27])CCCC=C>Cl[Ru](=CC1C=CC=CC=1)([P](C1CCCCC1)(C1CCCCC1)C1CCCCC1)([P](C1CCCCC1)(C1CCCCC1)C1CCCCC1)Cl>[C:5]([OH:4])(=[O:27])[CH2:6][CH2:7][CH2:8][CH:9]=[CH:10][CH2:11][CH2:12][CH2:13][CH3:14] |^1:37,56|. Procedure: FIG. 6 shows an alternative synthesis of 5-decenyl acetate, in which 1-hexene is reacted with 5-hexenoic acid in the presence of Grubbs' catalyst to produce 5-decenoic acid that can be recrystallized, reduced to an alcohol, and acetylated to yield a greater than 90% E-5-decenyl acetate. As a reaction SMILES: [CH3:1][O:2][C:3](=[O:4])[CH:5]1[CH2:6][N:7]([c:11]2[cH:12][cH:13][c:14]([OH:17])[cH:15][cH:16]2)[C:8](=[O:10])[CH2:9]1.[F:18][c:19]1[cH:20][c:21]([CH2:22][OH:23])[cH:24][cH:25][cH:26]1>>[CH3:1][O:2][C:3](=[O:4])[CH:5]1[CH2:6][N:7]([c:11]2[cH:12][cH:13][c:14]([O:17][CH2:22][c:21]3[cH:20][c:19]([F:18])[cH:26][cH:25][cH:24]3)[cH:15][cH:16]2)[C:8](=[O:10])[CH2:9]1. Reactants: COC(=O)C1CC(=O)N(c2ccc(O)cc2)C1, OCc1cccc(F)c1. The product is COC(=O)C1CC(=O)N(c2ccc(OCc3cccc(F)c3)cc2)C1. The reactants are C1N[C@@H](CC=2C3=CC=CC=C3NC12)C(=O)O ((3S)-1,2,3,4-tetrahydro-β-carboline-3-carboxylic acid), C(C1=CC=CC=C1)Br (benzyl bromide), C(=S)=S (carbon disulfide), C(=O)([O-])[O-].[K+].[K+] (K2CO3), O (water). Run in C(C)O (ethanol). Product: C(C1=CC=CC=C1)SC(=S)N1CC=2NC3=CC=CC=C3C2C[C@H]1C(=O)O ((3S)-2-[(Benzylthio)thiocarbonyl]-1,2,3,4-tetrahydro-β-carboline-3-carboxylic acid). The yield is 52.3%. Reaction SMILES: [CH2:1]1[C:13]2[NH:12][C:11]3[C:6](=[CH:7][CH:8]=[CH:9][CH:10]=3)[C:5]=2[CH2:4][C@@H:3]([C:14]([OH:16])=[O:15])[NH:2]1.C([O-])([O-])=O.[K+].[K+].O.[CH2:24](Br)[C:25]1[CH:30]=[CH:29][CH:28]=[CH:27][CH:26]=1.[C:32](=[S:34])=[S:33]>C(O)C>[CH2:24]([S:34][C:32]([N:2]1[C@H:3]([C:14]([OH:16])=[O:15])[CH2:4][C:5]2[C:6]3[C:11](=[CH:10][CH:9]=[CH:8][CH:7]=3)[NH:12][C:13]=2[CH2:1]1)=[S:33])[C:25]1[CH:30]=[CH:29][CH:28]=[CH:27][CH:26]=1 |f:1.2.3|. Reported procedure: In the same manner as described in Example 16, (3S)-1,2,3,4-tetrahydro-β-carboline-3-carboxylic acid (21.6 g), K2CO3 (13.8 g), water (550 ml), ethanol (550 ml), carbon disulfide (6 ml) and benzyl bromide (14 ml) are reacted and treated. The residue is purified by silica gel column chromatography (solvent, chloroform:methanol=10:1) to give the title compound (20 g, 52.3%) as powder.